This data is from the Open Reaction Database (ORD), a public repository of structured organic reaction records. The task is: describe an organic reaction: reactants, conditions, products, and yield Starting materials: CO, COC(=O)c1ccc(OC(c2cc(-c3cccnc3)oc2C)C2CCCCC2)cc1, Cl, [Na+], C1CCOC1, [OH-], O. The product is Cc1oc(-c2cccnc2)cc1C(Oc1ccc(C(=O)O)cc1)C1CCCCC1. Reaction SMILES: [CH3:35][OH:36].[CH:1]1([CH:7]([O:8][c:9]2[cH:10][cH:11][c:12]([C:13](=[O:14])[O:15][CH3:16])[cH:17][cH:18]2)[c:19]2[c:20]([CH3:30])[o:21][c:22](-[c:24]3[cH:25][n:26][cH:27][cH:28][cH:29]3)[cH:23]2)[CH2:2][CH2:3][CH2:4][CH2:5][CH2:6]1.[ClH:34].[Na+:32].[O:37]1[CH2:38][CH2:39][CH2:40][CH2:41]1.[OH-:31].[OH2:33]>>[CH:1]1([CH:7]([O:8][c:9]2[cH:10][cH:11][c:12]([C:13](=[O:14])[OH:15])[cH:17][cH:18]2)[c:19]2[c:20]([CH3:30])[o:21][c:22](-[c:24]3[cH:25][n:26][cH:27][cH:28][cH:29]3)[cH:23]2)[CH2:2][CH2:3][CH2:4][CH2:5][CH2:6]1. Reactants: [Al+3], CC(=O)Cl, Cc1csc2c(Br)cccc12, [Cl-], [Cl-], [Cl-], ClCCl. Yields the product CC(=O)c1sc2c(Br)cccc2c1C. RXN SMILES: [Al+3:17].[CH3:12][C:13]([Cl:14])=[O:15].[CH3:1][c:2]1[cH:3][s:4][c:5]2[c:6]1[cH:7][cH:8][cH:9][c:10]2[Br:11].[Cl-:16].[Cl-:18].[Cl-:19].[Cl:20][CH2:21][Cl:22]>>[CH3:1][c:2]1[c:3]([C:13]([CH3:12])=[O:15])[s:4][c:5]2[c:6]1[cH:7][cH:8][cH:9][c:10]2[Br:11]. Starting materials: [BH4-].[Na+] (Sodium borohydride), COC1=C(C=C(C=O)C=C1)OCC=1N=C(OC1C)C1=CC=CC=C1 (4-methoxy-3-(5-methyl-2-phenyl-4-oxazolylmethoxy)benzaldehyde), O1CCCC1 (tetrahydrofuran), CO (methanol). Run in O (water). Conditions: time 30 minute. Yields the product COC1=C(C=C(CO)C=C1)OCC=1N=C(OC1C)C1=CC=CC=C1 (4-methoxy-3-(5-methyl-2-phenyl-4-oxazolylmethoxy)benzyl alcohol). Reaction SMILES: [BH4-].[Na+].[CH3:3][O:4][C:5]1[CH:12]=[CH:11][C:8]([CH:9]=[O:10])=[CH:7][C:6]=1[O:13][CH2:14][C:15]1[N:16]=[C:17]([C:21]2[CH:26]=[CH:25][CH:24]=[CH:23][CH:22]=2)[O:18][C:19]=1[CH3:20].O1CCCC1.CO>O>[CH3:3][O:4][C:5]1[CH:12]=[CH:11][C:8]([CH2:9][OH:10])=[CH:7][C:6]=1[O:13][CH2:14][C:15]1[N:16]=[C:17]([C:21]2[CH:26]=[CH:25][CH:24]=[CH:23][CH:22]=2)[O:18][C:19]=1[CH3:20] |f:0.1|. Reported procedure: Sodium borohydride (0.378 g) was added to a mixture of 4-methoxy-3-(5-methyl-2-phenyl-4-oxazolylmethoxy)benzaldehyde (3.23 g), tetrahydrofuran (15 ml) and methanol (15 ml) at room temperature, which was stirred at room temperature for 30 minutes. The reaction mixture was poured into water, which was extracted with ethyl acetate. The organic layer was washed with saturated aqueous sodium chloride solution, dried with anhydrous magnesium sulfate and concentrated to obtain crystals of 4-methoxy-3-(...